From a dataset of the Open Reaction Database (ORD), a public repository of structured organic reaction records. describe an organic reaction: reactants, conditions, products, and yield Reactants: CCOC(C)=O, [H-], CI, [Na+], CN(C)C=O, CCOC(=O)c1ccc(-c2ccc(N3CCCC3=O)cc2CO)cc1. Yields the product CCOC(=O)c1ccc(-c2ccc(N3CCCC3=O)cc2COC)cc1. RXN SMILES: [CH3:35][CH2:36][O:37][C:38](=[O:39])[CH3:40].[H-:26].[I:28][CH3:29].[Na+:27].[O:30]=[CH:31][N:32]([CH3:33])[CH3:34].[OH:1][CH2:2][c:3]1[c:4](-[c:15]2[cH:16][cH:17][c:18]([C:21](=[O:22])[O:23][CH2:24][CH3:25])[cH:19][cH:20]2)[cH:5][cH:6][c:7]([N:9]2[C:10](=[O:14])[CH2:11][CH2:12][CH2:13]2)[cH:8]1>>[O:1]([CH2:2][c:3]1[c:4](-[c:15]2[cH:16][cH:17][c:18]([C:21](=[O:22])[O:23][CH2:24][CH3:25])[cH:19][cH:20]2)[cH:5][cH:6][c:7]([N:9]2[C:10](=[O:14])[CH2:11][CH2:12][CH2:13]2)[cH:8]1)[CH3:29]. Starting materials: [BH4-], Cc1ccccc1, CO, CC(C)C1Cc2cccc(-c3ccc(C(C)(C)C)cc3)c2C1=O, [Na+], O=S(=O)(O)O. The product is CC(C)C1=Cc2c(cccc2-c2ccc(C(C)(C)C)cc2)C1. RXN SMILES: [BH4-:1].[CH3:26][c:27]1[cH:28][cH:29][cH:30][cH:31][cH:32]1.[CH3:38][OH:39].[CH:3]([CH3:4])([CH3:5])[CH:6]1[C:7](=[O:25])[c:8]2[c:9](-[c:15]3[cH:16][cH:17][c:18]([C:21]([CH3:22])([CH3:23])[CH3:24])[cH:19][cH:20]3)[cH:10][cH:11][cH:12][c:13]2[CH2:14]1.[Na+:2].[S:33](=[O:34])(=[O:35])([OH:36])[OH:37]>>[CH:3]([CH3:4])([CH3:5])[C:6]1=[CH:7][c:8]2[c:9](-[c:15]3[cH:16][cH:17][c:18]([C:21]([CH3:22])([CH3:23])[CH3:24])[cH:19][cH:20]3)[cH:10][cH:11][cH:12][c:13]2[CH2:14]1.